This data is from the Open Reaction Database (ORD), a public repository of structured organic reaction records. The task is: describe an organic reaction: reactants, conditions, products, and yield The reactants are Cl (hydrochloric acid), COC=1C=C(C=CC1OCC=1N=C(OC1C)C1=CC=CC=C1)CC(=O)OCC (ethyl {3-methoxy-4-[(5-methyl-2-phenyl-1,3-oxazol-4-yl)methoxy]phenyl}acetate), [OH-].[Na+] (sodium hydroxide), O1CCCC1 (tetrahydrofuran). Run in C(C)O (ethanol). Conditions: time 8 hour. Yields the product COC=1C=C(C=CC1OCC=1N=C(OC1C)C1=CC=CC=C1)CC(=O)O ({3-methoxy-4-[(5-methyl-2-phenyl-1,3-oxazol-4-yl)methoxy]phenyl}acetic acid). Isolated yield 85.5%. RXN SMILES: [CH3:1][O:2][C:3]1[CH:4]=[C:5]([CH2:23][C:24]([O:26]CC)=[O:25])[CH:6]=[CH:7][C:8]=1[O:9][CH2:10][C:11]1[N:12]=[C:13]([C:17]2[CH:22]=[CH:21][CH:20]=[CH:19][CH:18]=2)[O:14][C:15]=1[CH3:16].[OH-].[Na+].O1CCCC1.Cl>C(O)C>[CH3:1][O:2][C:3]1[CH:4]=[C:5]([CH2:23][C:24]([OH:26])=[O:25])[CH:6]=[CH:7][C:8]=1[O:9][CH2:10][C:11]1[N:12]=[C:13]([C:17]2[CH:18]=[CH:19][CH:20]=[CH:21][CH:22]=2)[O:14][C:15]=1[CH3:16] |f:1.2|. Procedure: A mixture of ethyl {3-methoxy-4-[(5-methyl-2-phenyl-1,3-oxazol-4-yl)methoxy]phenyl}acetate (10.00 g), 2N aqueous sodium hydroxide solution (40 mL), tetrahydrofuran (100 mL) and ethanol (20 mL) was stirred overnight at room temperature. The reaction mixture was acidified by adding hydrochloric acid and concentrated. The residue was extracted with an ethyl acetate/tetrahydrofuran (1:1, v/v) mixed solvent. The organic layer was washed successively with distilled water and saturated brine, dried ove... Reactants: C(=O)(N1C=NC=C1)N1C=NC=C1 (1,1′-Carbonyldiimidazole), NC1=C(C=CC=C1F)O (2-amino-3-fluorophenol). Solvent: C1CCOC1 (THF), C(C)(=O)OCC (ethyl acetate). Conditions: temperature 60 celsius. The product is FC1=CC=CC2=C1NC(O2)=O (4-fluoro-1,3-benzoxazol-2(3H)-one). Reaction SMILES: [C:1](N1C=CN=C1)(N1C=CN=C1)=[O:2].[NH2:13][C:14]1[C:19]([F:20])=[CH:18][CH:17]=[CH:16][C:15]=1[OH:21]>C1COCC1.C(OCC)(=O)C>[F:20][C:19]1[C:14]2[NH:13][C:1](=[O:2])[O:21][C:15]=2[CH:16]=[CH:17][CH:18]=1. Procedure details: 1,1′-Carbonyldiimidazole (11.4 g, 0.0703 mol) is added portionwise to a solution of 2-amino-3-fluorophenol (Step 3, 8.94 g, 0.0703 mol) in THF (200 ml) and warmed at 60° C. for 2 h. The reaction mixture is diluted with ethyl acetate (200 ml), washed with 2N HCl and saline, dried (MgSO4), and evaporated to give product as a white solid suitable for use in the next step (10.6 g, 99%); mp 131–3° C. The reactants are O=C([O-])[O-], CCCCN(CCCC)SN(C)C(=O)F, CC#N, [K+], [K+], CC1=NC(C)(C)SC1=NO. The product is CCCCN(CCCC)SN(C)C(=O)ON=C1SC(C)(C)N=C1C. RXN SMILES: [C:11](=[O:12])([O-:13])[O-:14].[CH2:17]([CH2:18][CH2:19][CH3:20])[N:21]([S:22][N:23]([C:24](=[O:25])[F:26])[CH3:27])[CH2:28][CH2:29][CH2:30][CH3:31].[CH3:32][C:33]#[N:34].[K+:15].[K+:16].[OH:1][N:2]=[C:3]1[C:4]([CH3:10])=[N:5][C:6]([CH3:8])([CH3:9])[S:7]1>>[O:1]([N:2]=[C:3]1[C:4]([CH3:10])=[N:5][C:6]([CH3:8])([CH3:9])[S:7]1)[C:24]([N:23]([S:22][N:21]([CH2:17][CH2:18][CH2:19][CH3:20])[CH2:28][CH2:29][CH2:30][CH3:31])[CH3:27])=[O:25].